Dataset: the Open Reaction Database (ORD), a public repository of structured organic reaction records. Task: describe an organic reaction: reactants, conditions, products, and yield Starting materials: NC(=O)N (urea), NC(=O)N (urea), C(N)([O-])=O.[NH4+] (ammonium carbamate), NC(=O)N (urea), NC(=O)N (urea), N (ammonia), C(N)([O-])=O (carbamate), C(=O)=O (CO2), NC(=O)N (urea), C(N)([O-])=O.[NH4+] (ammonium carbamate), C(N)([O-])=O.[NH4+] (ammonium carbamate). Product: NC(=O)N (urea), N (ammonia), C([O-])([O-])=O.[NH4+].[NH4+] (ammonium carbonate). RXN SMILES: [C:1](=[O:4])([O-:3])[NH2:2].[NH4+:5].[NH2:6][C:7]([NH2:9])=[O:8].N.C(=O)=[O:12].C(=O)([O-])[NH2:15]>>[NH2:6][C:7]([NH2:9])=[O:8].[NH3:2].[C:1](=[O:4])([O-:12])[O-:3].[NH4+:15].[NH4+:5] |f:0.1,8.9.10|. Reported procedure: In a method for the concurrent production of ammonia and urea comprising the steps of producing ammonia in an ammonia-synthesis apparatus, absorbing ammonia at the exit of the ammonia-synthesis reactor with water, thus obtaining a concentrated aqueous solution of ammonia, utilizing the concentrated solution of ammonia for the absorption of the CO2 contained in the raw gases for the synthesis of ammonia, obtaining ammonium carbamate, converting the ammonium carbamate partially into urea in a urea... Starting materials: CC1=CNC=2CC(CC(C12)=O)C1=CC=CC=C1 (3-methyl-6-phenyl-4,5,6,7-tetrahydroindol-4-one), [H-].[Na+] (sodium hydride), CI (methyl iodide). The solvent is CN(C=O)C (dimethylformamide), CN(C=O)C (dimethylformamide). Conditions: time 30 minute. Product: CN1C=C(C=2C(CC(CC12)C1=CC=CC=C1)=O)C (1,3-dimethyl-6-phenyl-4,5,6,7-tetrahydroindol-4-one). Yield: 87.1%. Reaction SMILES: [H-].[Na+].[CH3:3][C:4]1[C:12]2[C:11](=[O:13])[CH2:10][CH:9]([C:14]3[CH:19]=[CH:18][CH:17]=[CH:16][CH:15]=3)[CH2:8][C:7]=2[NH:6][CH:5]=1.[CH3:20]I>CN(C)C=O>[CH3:20][N:6]1[C:7]2[CH2:8][CH:9]([C:14]3[CH:19]=[CH:18][CH:17]=[CH:16][CH:15]=3)[CH2:10][C:11](=[O:13])[C:12]=2[C:4]([CH3:3])=[CH:5]1 |f:0.1|. Reported procedure: To a suspension of 60% sodium hydride (0.085 g, washed with hexane thrice) in dimethylformamide (10 ml) was added 3-methyl-6-phenyl-4,5,6,7-tetrahydroindol-4-one (0.4 g), and the mixture was stirred at room temperature for 30 minutes. To the mixture was added a solution of methyl iodide (0.28 g) in dimethylformamide (1 ml) at 0° C., and the mixture was stirred at room temperature for 1 hour. Under reduced pressure, the solvent was evaporated, and the residue was dissolved in ethyl acetate. The s... Reactants: ClC1=NC(=C2N=CN(C2=N1)C1CCCC1)Cl (2,6-dichloro-9-cyclopentylpurine), C(CCCCCCC)N (n-octylamine). The solvent is C(C)N(CC)CC (triethylamine). Yields the product ClC1=NC(=C2N=CN(C2=N1)C1CCCC1)NCCCCCCCC (2-Chloro-6-(octylamino)-9-cyclopentylpurine). As a reaction SMILES: [Cl:1][C:2]1[N:10]=[C:9]2[C:5]([N:6]=[CH:7][N:8]2[CH:11]2[CH2:15][CH2:14][CH2:13][CH2:12]2)=[C:4](Cl)[N:3]=1.[CH2:17]([NH2:25])[CH2:18][CH2:19][CH2:20][CH2:21][CH2:22][CH2:23][CH3:24]>C(N(CC)CC)C>[Cl:1][C:2]1[N:10]=[C:9]2[C:5]([N:6]=[CH:7][N:8]2[CH:11]2[CH2:15][CH2:14][CH2:13][CH2:12]2)=[C:4]([NH:25][CH2:17][CH2:18][CH2:19][CH2:20][CH2:21][CH2:22][CH2:23][CH3:24])[N:3]=1. Procedure details: 2-Chloro-6-(octylamino)-9-cyclopentylpurine is prepared from 2,6-dichloro-9-cyclopentylpurine, n-octylamine, and triethylamine essentially as described above in Example 1, Scheme A, step b. The reactants are N1=CC=CC=C1 (pyridine), NC1[C@@H]2N(C(C(S2)(C)C)C2=NN=NN2CC2=CC=C(C=C2)OCC2=CC=CC=C2)C1=O (6-amino-2,2-dimethyl-3-(1-[4-benzyloxybenzyl]tetrazol-5-yl)penam), C1(=CC=CC=C1)CC(=O)Cl (phenylacetyl chloride). The solvent is C(Cl)(Cl)Cl (chloroform), C(Cl)(Cl)Cl (chloroform). Reaction conditions: time 45 minute. Product: C1(=CC=CC=C1)CC(=O)NC1[C@@H]2N(C(C(S2)(C)C)C2=NN=NN2CC2=CC=C(C=C2)OCC2=CC=CC=C2)C1=O (6-(2-phenylacetamido)-2,2-dimethyl-3-(1-[4-benzyloxybenzyl]tetrazol-5-yl)penam). Yield: 86.0%. RXN SMILES: [NH2:1][CH:2]1[C:30](=[O:31])[N:4]2[CH:5]([C:10]3[N:14]([CH2:15][C:16]4[CH:21]=[CH:20][C:19]([O:22][CH2:23][C:24]5[CH:29]=[CH:28][CH:27]=[CH:26][CH:25]=5)=[CH:18][CH:17]=4)[N:13]=[N:12][N:11]=3)[C:6]([CH3:9])([CH3:8])[S:7][C@H:3]12.N1C=CC=CC=1.[C:38]1([CH2:44][C:45](Cl)=[O:46])[CH:43]=[CH:42][CH:41]=[CH:40][CH:39]=1>C(Cl)(Cl)Cl>[C:38]1([CH2:44][C:45]([NH:1][CH:2]2[C:30](=[O:31])[N:4]3[CH:5]([C:10]4[N:14]([CH2:15][C:16]5[CH:17]=[CH:18][C:19]([O:22][CH2:23][C:24]6[CH:29]=[CH:28][CH:27]=[CH:26][CH:25]=6)=[CH:20][CH:21]=5)[N:13]=[N:12][N:11]=4)[C:6]([CH3:9])([CH3:8])[S:7][C@H:3]23)=[O:46])[CH:43]=[CH:42][CH:41]=[CH:40][CH:39]=1. Procedure: To a stirred solution of 189 mg of 6-amino-2,2-dimethyl-3-(1-[4-benzyloxybenzyl]tetrazol-5-yl)penam in 4 ml of chloroform, is added, at ambient temperature, 0.038 ml of pyridine followed by 0.057 ml of phenylacetyl chloride. Stirring is continued for a further 45 minutes, and then the reaction mixture is diluted with 25 ml of chloroform and then washed with water. The organic phase is dried using anhydrous magnesium sulfate and then evaporated in vacuo. The residue is 209 mg (86% yield) of 6-(2-... Starting materials: C(C)(=O)Cl (acetyl chloride), C(C1=CC=CC=C1)OC1=CC=C(C=C1)C1=CC=C(C=C1)C(C)O ((+)-4-benzyloxy-4'-(1-hydroxyethyl)biphenyl), Cl (hydrochloric acid). The solvent is N1=CC=CC=C1 (pyridine). Conditions: time 1 hour. The product is C(C1=CC=CC=C1)OC1=CC=C(C=C1)C1=CC=C(C=C1)C(C)OC(C)=O ((+)-4-benzyloxy-4'-(1-acetoxyethyl)biphenyl). The yield is 99.0%. As a reaction SMILES: [CH2:1]([O:8][C:9]1[CH:14]=[CH:13][C:12]([C:15]2[CH:20]=[CH:19][C:18]([CH:21]([OH:23])[CH3:22])=[CH:17][CH:16]=2)=[CH:11][CH:10]=1)[C:2]1[CH:7]=[CH:6][CH:5]=[CH:4][CH:3]=1.[C:24](Cl)(=[O:26])[CH3:25].Cl>N1C=CC=CC=1>[CH2:1]([O:8][C:9]1[CH:14]=[CH:13][C:12]([C:15]2[CH:16]=[CH:17][C:18]([CH:21]([O:23][C:24](=[O:26])[CH3:25])[CH3:22])=[CH:19][CH:20]=2)=[CH:11][CH:10]=1)[C:2]1[CH:3]=[CH:4][CH:5]=[CH:6][CH:7]=1. Procedure details: 6.09 g (20 mmol) of (+)-4-benzyloxy-4'-(1-hydroxyethyl)biphenyl was dissolved in 100 ml of dry pyridine, followed by dropwise addition of 1.73 g (22 mmol) of acetyl chloride. The mixture was stirred at room temperature for one hour, then poured into 1 liter of 2N hydrochloric acid and extracted with 300 ml of toluene. The toluene layer was washed with water, then with a 7% sodium bicarbonate solution and again with water successively in that order and then dried over anhydrous magnesium sulfate....